From a dataset of the Open Reaction Database (ORD), a public repository of structured organic reaction records. describe an organic reaction: reactants, conditions, products, and yield The reactants are C(C)(=O)O[BH-](OC(C)=O)OC(C)=O.[Na+] (sodium triacetoxyborohydride), ClC=1N=C(C2=C(N1)C(=C(S2)C=O)C)N2CCOCC2 (2-chloro-7-methyl-4-morpholin-4-yl-thieno[3,2-d]pyrimidine-6-carbaldehyde), N1(CCNCC1)C(C(=O)N)(C)C (2-(piperazin-1-yl)isobutyramide), C(OC)(OC)OC (trimethyl orthoformate), C(C)(=O)O (acetic acid). The solvent is ClCCCl (DCE). Reaction conditions: time 17 hour. Yields the product ClC=1N=C(C2=C(N1)C(=C(S2)CN2CCN(CC2)C(C(=O)N)(C)C)C)N2CCOCC2 (2-[4-(2-Chloro-7-methyl-4-morpholin-4-yl-thieno[3,2-d]pyrimidin-6-ylmethyl)piperazin-1-yl]isobutyramide). Isolated yield 73.6%. Reaction SMILES: [Cl:1][C:2]1[N:3]=[C:4]([N:14]2[CH2:19][CH2:18][O:17][CH2:16][CH2:15]2)[C:5]2[S:10][C:9]([CH:11]=O)=[C:8]([CH3:13])[C:6]=2[N:7]=1.[N:20]1([C:26]([CH3:31])([CH3:30])[C:27]([NH2:29])=[O:28])[CH2:25][CH2:24][NH:23][CH2:22][CH2:21]1.C(OC)(OC)OC.C(O)(=O)C.C(O[BH-](OC(=O)C)OC(=O)C)(=O)C.[Na+]>ClCCCl>[Cl:1][C:2]1[N:3]=[C:4]([N:14]2[CH2:19][CH2:18][O:17][CH2:16][CH2:15]2)[C:5]2[S:10][C:9]([CH2:11][N:23]3[CH2:22][CH2:21][N:20]([C:26]([CH3:31])([CH3:30])[C:27]([NH2:29])=[O:28])[CH2:25][CH2:24]3)=[C:8]([CH3:13])[C:6]=2[N:7]=1 |f:4.5|. Procedure: To a solution of 2-chloro-7-methyl-4-morpholin-4-yl-thieno[3,2-d]pyrimidine-6-carbaldehyde (1.00 g, 3.36 mmol) in DCE (50 mL) was added 2-(piperazin-1-yl)isobutyramide (630 mg, 3.69 mmol), trimethyl orthoformate (3.67 mL, 33.58 mmol) and acetic acid (0.19 mL, 3.36 mmol). After stirring at room temperature for 3 h sodium triacetoxyborohydride (1.10 g, 5.03 mmol) was added and the resulting mixture stirred for a further 17 h. The reaction mixture was loaded onto an Isolute® SCX-2 cartridge, washed... Reactants: CC(C)(C)OC(=O)N1CCC(Oc2cccc(NC(=O)c3c(F)cc(F)cc3F)n2)CC1, ClCCl, [Na+], [OH-], O=C(O)C(F)(F)F. The product is O=C(Nc1cccc(OC2CCNCC2)n1)c1c(F)cc(F)cc1F. Reaction SMILES: [C:8]([O:9][C:10](=[O:11])[N:15]1[CH2:16][CH2:17][CH:18]([O:21][c:22]2[n:23][c:24]([NH:28][C:29]([c:30]3[c:31]([F:38])[cH:32][c:33]([F:37])[cH:34][c:35]3[F:36])=[O:39])[cH:25][cH:26][cH:27]2)[CH2:19][CH2:20]1)([CH3:12])([CH3:13])[CH3:14].[CH2:42]([Cl:43])[Cl:44].[Na+:41].[OH-:40].[OH:1][C:2]([C:3]([F:4])([F:5])[F:6])=[O:7]>>[NH:15]1[CH2:16][CH2:17][CH:18]([O:21][c:22]2[n:23][c:24]([NH:28][C:29]([c:30]3[c:31]([F:38])[cH:32][c:33]([F:37])[cH:34][c:35]3[F:36])=[O:39])[cH:25][cH:26][cH:27]2)[CH2:19][CH2:20]1. Reactants: NC1=C(C=C(C=N1)C1CCC(N(C1)C)=O)Br (5-(6-amino-5-bromopyridin-3-yl)-1-methylpiperidin-2-one), ClC=1C=C(C=CC1)[C@@H](CO)NC(=O)C1=C(C=C(C=C1)B(O)O)F ((S)-(4-((1-(3-chlorophenyl)-2-hydroxyethyl)carbamoyl)-3-fluorophenyl)boronic acid). The product is NC1=NC=C(C=C1C1=CC(=C(C(=O)N[C@H](CO)C2=CC(=CC=C2)Cl)C=C1)F)C1CN(C(CC1)=O)C (4-(2-amino-5-(1-methyl-6-oxopiperidin-3-yl)pyridin-3-yl)-N—((S)-1-(3-chlorophenyl)-2-hydroxyethyl)-2-fluorobenzamide). As a reaction SMILES: [NH2:1][C:2]1[N:7]=[CH:6][C:5]([CH:8]2[CH2:13][N:12]([CH3:14])[C:11](=[O:15])[CH2:10][CH2:9]2)=[CH:4][C:3]=1Br.[Cl:17][C:18]1[CH:19]=[C:20]([C@H:24]([NH:27][C:28]([C:30]2[CH:35]=[CH:34][C:33](B(O)O)=[CH:32][C:31]=2[F:39])=[O:29])[CH2:25][OH:26])[CH:21]=[CH:22][CH:23]=1>>[NH2:1][C:2]1[C:3]([C:33]2[CH:34]=[CH:35][C:30]([C:28]([NH:27][C@@H:24]([C:20]3[CH:21]=[CH:22][CH:23]=[C:18]([Cl:17])[CH:19]=3)[CH2:25][OH:26])=[O:29])=[C:31]([F:39])[CH:32]=2)=[CH:4][C:5]([CH:8]2[CH2:9][CH2:10][C:11](=[O:15])[N:12]([CH3:14])[CH2:13]2)=[CH:6][N:7]=1. Reported procedure: Following Step 6 in Scheme 47, using 5-(6-amino-5-bromopyridin-3-yl)-1-methylpiperidin-2-one and (S)-(4-((1-(3-chlorophenyl)-2-hydroxyethyl)carbamoyl)-3-fluorophenyl)boronic acid, 4-(2-amino-5-(1-methyl-6-oxopiperidin-3-yl)pyridin-3-yl)-N—((S)-1-(3-chlorophenyl)-2-hydroxyethyl)-2-fluorobenzamide was obtained (33%). LCMS (m/z): 497.2 (MH+), 0.61 min; 1H NMR (400 MHz, CD3OD) δ ppm 8.70 (m, 1H), 7.98 (m, 1H), 7.88 (m, 2H), 7.44 (m, 3H), 7.36 (m, 2H), 7.30 (m, 1H), 5.19 (m, 1H), 3.88 (m, 2H), 3.51 (... Reactants: NC1=CC(=C(C(=C1O)Cl)CC)Cl (6-Amino-2.4-dichloro-3-etylphenol), ClCC(=O)Cl (2-chloroacetyl chloride), C(=O)([O-])[O-].[K+].[K+] (K2CO3). The product is ClC=1C(=C(C2=C(NC(CO2)=O)C1)Cl)CC (6,8-Dichloro-7-ethyl-4H-benzo[1,4]oxazin-3-one). The yield is 92.1%. As a reaction SMILES: [NH2:1][C:2]1[C:7]([OH:8])=[C:6]([Cl:9])[C:5]([CH2:10][CH3:11])=[C:4]([Cl:12])[CH:3]=1.Cl[CH2:14][C:15](Cl)=[O:16].C([O-])([O-])=O.[K+].[K+]>>[Cl:12][C:4]1[C:5]([CH2:10][CH3:11])=[C:6]([Cl:9])[C:7]2[O:8][CH2:14][C:15](=[O:16])[NH:1][C:2]=2[CH:3]=1 |f:2.3.4|. Procedure: 6-Amino-2.4-dichloro-3-etylphenol (95MF2226) (0.293 g, 1.5 mmol), 2-chloroacetyl chloride (0.19 g, 1.7 mmol) and K2CO3 (0.44 g, 3.2 mmol) were mixed according to GP1 to give the title compound as a crude (95MF46) (0.34 g). Starting materials: O=C1c2ccccc2C(=O)N1CCCBr, O=C([O-])[O-], CN(C)C=O, CCOC(C)=O, [K+], [K+], O, OC1CCNCC1. Yields the product O=C1c2ccccc2C(=O)N1CCCN1CCC(O)CC1. Reaction SMILES: [Br:1][CH2:2][CH2:3][CH2:4][N:5]1[C:6](=[O:15])[c:7]2[c:8]([cH:11][cH:12][cH:13][cH:14]2)[C:9]1=[O:10].[C:23](=[O:24])([O-:25])[O-:26].[CH3:29][N:30]([CH3:31])[CH:32]=[O:33].[CH3:34][CH2:35][O:36][C:37](=[O:38])[CH3:39].[K+:27].[K+:28].[OH2:40].[OH:16][CH:17]1[CH2:18][CH2:19][NH:20][CH2:21][CH2:22]1>>[CH2:2]([CH2:3][CH2:4][N:5]1[C:6](=[O:15])[c:7]2[c:8]([cH:11][cH:12][cH:13][cH:14]2)[C:9]1=[O:10])[N:20]1[CH2:19][CH2:18][CH:17]([OH:16])[CH2:22][CH2:21]1. Reactants: N[C@H](C(C)(O)C)C ((S)-3-amino-2-methylbutan-2-ol), FC=1C(=C(C(C#N)=CC1)C#N)C#C[Si](C)(C)C (4-fluoro-3-((trimethylsilyl)ethynyl)phthalonitrile), C(=O)([O-])[O-].[K+].[K+] (K2CO3), CN1CCCC1=O (NMP), PTFE. Run in O (water). Reaction conditions: temperature 60 celsius, time 30 minute. The product is OC([C@H](C)N1C=CC2=C(C(=CC=C12)C#N)C#N)(C)C ((S)-1-(3-hydroxy-3-methylbutan-2-yl)-1H-indole-4,5-dicarbonitrile). The yield is 50.2%. As a reaction SMILES: [NH2:1][C@@H:2]([CH3:7])[C:3]([CH3:6])([OH:5])[CH3:4].F[C:9]1[C:10]([C:19]#[C:20][Si](C)(C)C)=[C:11]([C:17]#[N:18])[C:12](=[CH:15][CH:16]=1)[C:13]#[N:14].C([O-])([O-])=O.[K+].[K+].CN1C(=O)CCC1>O>[OH:5][C:3]([CH3:6])([CH3:4])[C@@H:2]([N:1]1[C:9]2[C:10](=[C:11]([C:17]#[N:18])[C:12]([C:13]#[N:14])=[CH:15][CH:16]=2)[CH:19]=[CH:20]1)[CH3:7] |f:2.3.4|. Procedure: An oven-dried vial was charged with (S)-3-amino-2-methylbutan-2-ol (Example 21G) (0.064 g, 0.622 mmol), 4-fluoro-3-((trimethylsilyl)ethynyl)phthalonitrile (0.126 g, 0.518 mmol), and K2CO3 (0.143 g, 1.036 mmol) and sealed with a rubber septum. Anhyd NMP (3 mL) was added via syringe and the mixture was stirred in a heating block at 60° C. under N2. After 30 min, the vial was sealed with a PTFE-faced crimp top and the mixture was subjected to microwave heating (140° C.) for 15 min. The mixture was ... Reactants: Cl (hydrochloric acid), FC1=C(C=C(C=O)C=C1)O (4-Fluoro-3-hydroxybenzaldehyde), C(C)(C)N(C(C)C)CC (N,N-diisopropylethylamine), ClCOC (chloromethylmethylether). Run in ClCCl (dichloromethane). Run at time 3 hour. Product: FC1=C(C=C(C=O)C=C1)OCOC (4-Fluoro-3-methoxymethoxybenzaldehyde). RXN SMILES: [F:1][C:2]1[CH:9]=[CH:8][C:5]([CH:6]=[O:7])=[CH:4][C:3]=1[OH:10].C(N(CC)C(C)C)(C)C.Cl[CH2:21][O:22][CH3:23].Cl>ClCCl>[F:1][C:2]1[CH:9]=[CH:8][C:5]([CH:6]=[O:7])=[CH:4][C:3]=1[O:10][CH2:21][O:22][CH3:23]. Procedure: 4-Fluoro-3-hydroxybenzaldehyde (11.9 g) and N,N-diisopropylethylamine (44 mL) were dissolved in dichloromethane (100 mL). To the mixture was added chloromethylmethylether (13 mL), and the mixture was stirred at room temperature for 3 hours. To the reaction mixture was added dropwise 1 mol/L hydrochloric acid (250 mL), and the resulting mixture was extracted with ethyl acetate. The organic layer was washed with brine and dried over anhydrous magnesium sulfate. The solvent was removed under reduce... The reactants are C1CCOC1, [Li]CCCC, COP(C)(=O)OC, CC(=O)O, COC(=O)c1cccc(F)c1, O. Product: COP(=O)(CC(=O)c1cccc(F)c1)OC. RXN SMILES: [CH2:24]1[O:25][CH2:26][CH2:27][CH2:28]1.[CH2:8]([Li:9])[CH2:10][CH2:11][CH3:12].[CH3:1][P:2]([O:3][CH3:4])([O:5][CH3:6])=[O:7].[CH3:29][C:30](=[O:31])[OH:32].[F:13][c:14]1[cH:15][c:16]([C:17](=[O:18])[O:19][CH3:20])[cH:21][cH:22][cH:23]1.[OH2:33]>>[CH2:1]([P:2]([O:3][CH3:4])([O:5][CH3:6])=[O:7])[C:17]([c:16]1[cH:15][c:14]([F:13])[cH:23][cH:22][cH:21]1)=[O:18]. Starting materials: CO, CC(=O)N(Cc1cc(C(F)(F)F)cc(C(F)(F)F)c1)C1CCCN(C(=O)OC(C)C)c2ccc(Br)cc21, Cl, [Na+], [OH-]. Yields the product CC(=O)N(Cc1cc(C(F)(F)F)cc(C(F)(F)F)c1)C1CCCN(C(=O)OC(C)C)c2ccc(C(=O)O)cc21. RXN SMILES: [CH3:41][OH:42].[CH:3]([CH3:4])([CH3:5])[O:6][C:7](=[O:8])[N:9]1[c:10]2[c:11]([cH:35][c:36]([Br:39])[cH:37][cH:38]2)[CH:12]([N:16]([CH2:17][c:18]2[cH:19][c:20]([C:28]([F:29])([F:30])[F:31])[cH:21][c:22]([C:24]([F:25])([F:26])[F:27])[cH:23]2)[C:32]([CH3:33])=[O:34])[CH2:13][CH2:14][CH2:15]1.[ClH:40].[Na+:2].[OH-:1]>>[O:1]=[C:41]([c:36]1[cH:35][c:11]2[c:10]([cH:38][cH:37]1)[N:9]([C:7]([O:6][CH:3]([CH3:4])[CH3:5])=[O:8])[CH2:15][CH2:14][CH2:13][CH:12]2[N:16]([CH2:17][c:18]1[cH:19][c:20]([C:28]([F:29])([F:30])[F:31])[cH:21][c:22]([C:24]([F:25])([F:26])[F:27])[cH:23]1)[C:32]([CH3:33])=[O:34])[OH:42].